This data is from the Open Reaction Database (ORD), a public repository of structured organic reaction records. The task is: describe an organic reaction: reactants, conditions, products, and yield Starting materials: CCO, CC1(CCCCn2cc([N+](=O)[O-])cn2)OCCO1, [Cl-], [Fe], N#N, [NH4+], O. The product is CC1(CCCCn2cc(N)cn2)OCCO1. RXN SMILES: [CH3:23][CH2:24][OH:25].[CH3:3][C:4]1([CH2:9][CH2:10][CH2:11][CH2:12][n:13]2[n:14][cH:15][c:16]([N+:18]([O-:19])=[O:20])[cH:17]2)[O:5][CH2:6][CH2:7][O:8]1.[Cl-:21].[Fe:27].[N:1]#[N:2].[NH4+:22].[OH2:26]>>[CH3:3][C:4]1([CH2:9][CH2:10][CH2:11][CH2:12][n:13]2[n:14][cH:15][c:16]([NH2:18])[cH:17]2)[O:5][CH2:6][CH2:7][O:8]1.